This data is from the Open Reaction Database (ORD), a public repository of structured organic reaction records. The task is: describe an organic reaction: reactants, conditions, products, and yield The reactants are S(=O)(Cl)Cl (Thionyl chloride), OCC#CCNC(C(C1=CC=CC=C1)(O)C1CCCCC1)=O (N-(4-hydroxy-2-butynyl)-2-cyclohexyl-2-hydroxy-2-phenylacetamide). Reagents/catalysts: CN(C=O)C (N,N-dimethylformamide). Solvent: C(Cl)(Cl)Cl (chloroform). Product: ClCC#CCNC(C(C1=CC=CC=C1)(O)C1CCCCC1)=O (N-(4-chloro-2-butynyl)-2-cyclohexyl-2-hydroxy-2-phenylacetamide). As a reaction SMILES: S(Cl)([Cl:3])=O.O[CH2:6][C:7]#[C:8][CH2:9][NH:10][C:11](=[O:26])[C:12]([CH:20]1[CH2:25][CH2:24][CH2:23][CH2:22][CH2:21]1)([OH:19])[C:13]1[CH:18]=[CH:17][CH:16]=[CH:15][CH:14]=1>CN(C)C=O.C(Cl)(Cl)Cl>[Cl:3][CH2:6][C:7]#[C:8][CH2:9][NH:10][C:11](=[O:26])[C:12]([CH:20]1[CH2:25][CH2:24][CH2:23][CH2:22][CH2:21]1)([OH:19])[C:13]1[CH:18]=[CH:17][CH:16]=[CH:15][CH:14]=1. Reported procedure: Thionyl chloride (4.8 ml) was added dropwise to a mixture of N-(4-hydroxy-2-butynyl)-2-cyclohexyl-2-hydroxy-2-phenylacetamide (6.56 g) and N,N-dimethylformamide (5 drops) in dry chloroform (145 ml) at 0° C. and the reaction mixture was refluxed for 1 hour. The mixture was washed successively with water, 1N aqueous sodium hydroxide solution, and sodium chloride, aqueous solution, dried over magnesium sulfate, and evaporated in vacuo. The residue was purified by column chromatography on silica gel... Starting materials: BrB(Br)Br, COc1ccc2c(Oc3ccc(OCCN4CCCCC4)cc3)c(-c3ccc(C)s3)ccc2c1, CO, ClCCl, Cl, Cl. The product is Cc1ccc(-c2ccc3cc(O)ccc3c2Oc2ccc(OCCN3CCCCC3)cc2)s1. Reaction SMILES: [B:36]([Br:37])([Br:38])[Br:39].[CH3:2][O:3][c:4]1[cH:5][c:6]2[cH:7][cH:8][c:9](-[c:30]3[s:31][c:32]([CH3:35])[cH:33][cH:34]3)[c:10]([O:14][c:15]3[cH:16][cH:17][c:18]([O:19][CH2:20][CH2:21][N:22]4[CH2:23][CH2:24][CH2:25][CH2:26][CH2:27]4)[cH:28][cH:29]3)[c:11]2[cH:12][cH:13]1.[CH3:44][OH:45].[Cl:41][CH2:42][Cl:43].[ClH:1].[ClH:40]>>[OH:3][c:4]1[cH:5][c:6]2[cH:7][cH:8][c:9](-[c:30]3[s:31][c:32]([CH3:35])[cH:33][cH:34]3)[c:10]([O:14][c:15]3[cH:16][cH:17][c:18]([O:19][CH2:20][CH2:21][N:22]4[CH2:23][CH2:24][CH2:25][CH2:26][CH2:27]4)[cH:28][cH:29]3)[c:11]2[cH:12][cH:13]1. Reactants: B, CO, CCOC(C)=O, NS(=O)(=O)c1ccc(-n2nc(C(=O)O)cc2-c2ccc(Cl)cc2)cc1, C1CCOC1, C1CCOC1. The product is NS(=O)(=O)c1ccc(-n2nc(CO)cc2-c2ccc(Cl)cc2)cc1. As a reaction SMILES: [BH3:36].[CH3:37][OH:38].[CH3:39][CH2:40][O:41][C:42](=[O:43])[CH3:44].[NH2:1][S:2](=[O:3])(=[O:4])[c:5]1[cH:6][cH:7][c:8](-[n:11]2[n:12][c:13]([C:23](=[O:24])[OH:25])[cH:14][c:15]2-[c:16]2[cH:17][cH:18][c:19]([Cl:22])[cH:20][cH:21]2)[cH:9][cH:10]1.[O:26]1[CH2:27][CH2:28][CH2:29][CH2:30]1.[O:31]1[CH2:32][CH2:33][CH2:34][CH2:35]1>>[NH2:1][S:2](=[O:3])(=[O:4])[c:5]1[cH:6][cH:7][c:8](-[n:11]2[n:12][c:13]([CH2:23][OH:24])[cH:14][c:15]2-[c:16]2[cH:17][cH:18][c:19]([Cl:22])[cH:20][cH:21]2)[cH:9][cH:10]1.